Dataset: the Open Reaction Database (ORD), a public repository of structured organic reaction records. Task: describe an organic reaction: reactants, conditions, products, and yield Reactants: CCOC(=O)CSc1c(C(=O)OCC)[nH]c2ccccc12, ClCCl, O=C(OO)c1cccc(Cl)c1. The product is CCOC(=O)CS(=O)c1c(C(=O)OCC)[nH]c2ccccc12. As a reaction SMILES: [C:1](=[O:2])([O:3][CH2:4][CH3:5])[CH2:6][S:7][c:8]1[c:9]([C:17](=[O:18])[O:19][CH2:20][CH3:21])[nH:10][c:11]2[cH:12][cH:13][cH:14][cH:15][c:16]12.[CH2:33]([Cl:34])[Cl:35].[Cl:22][c:23]1[cH:24][cH:25][cH:26][c:27]([C:28]([O:29][OH:31])=[O:30])[cH:32]1>>[C:1](=[O:2])([O:3][CH2:4][CH3:5])[CH2:6][S:7]([c:8]1[c:9]([C:17](=[O:18])[O:19][CH2:20][CH3:21])[nH:10][c:11]2[cH:12][cH:13][cH:14][cH:15][c:16]12)=[O:30]. Reactants: ClC1=C(C=C(C=C1)COCC1=CC=C(C=C1)OC)C(F)(F)F (1-Chloro-4-(4-methoxy-benzyloxymethyl)-2-trifluoromethyl-benzene), [Br-].C1(CCCCC1)[Zn+].C1CCOC1 (cyclohexylzinc bromide THF). Reagents/catalysts: CC(C)(C)P(C(C)(C)C)C(C)(C)C.CC(C)(C)P(C(C)(C)C)C(C)(C)C.[Pd] (Pd(t-Bu3P)2). The solvent is CN1C(CCC1)=O (1-methyl-2-pyrrolidinone). Conditions: temperature 105 celsius. Product: C1(CCCCC1)C1=C(C=C(C=C1)COCC1=CC=C(C=C1)OC)C(F)(F)F (1-Cyclohexyl-4-(4-methoxy-benzyloxymethyl)-2-trifluoromethyl-benzene). RXN SMILES: Cl[C:2]1[CH:7]=[CH:6][C:5]([CH2:8][O:9][CH2:10][C:11]2[CH:16]=[CH:15][C:14]([O:17][CH3:18])=[CH:13][CH:12]=2)=[CH:4][C:3]=1[C:19]([F:22])([F:21])[F:20].[Br-].[CH:24]1([Zn+])[CH2:29][CH2:28][CH2:27][CH2:26][CH2:25]1.C1COCC1>CN1CCCC1=O.CC(P(C(C)(C)C)C(C)(C)C)(C)C.CC(P(C(C)(C)C)C(C)(C)C)(C)C.[Pd]>[CH:24]1([C:2]2[CH:7]=[CH:6][C:5]([CH2:8][O:9][CH2:10][C:11]3[CH:16]=[CH:15][C:14]([O:17][CH3:18])=[CH:13][CH:12]=3)=[CH:4][C:3]=2[C:19]([F:22])([F:21])[F:20])[CH2:29][CH2:28][CH2:27][CH2:26][CH2:25]1 |f:1.2.3,5.6.7|. Procedure: 1-Chloro-4-(4-methoxy-benzyloxymethyl)-2-trifluoromethyl-benzene (2 g, 6.51 mmol), Pd(t-Bu3P)2 (66.54 mg, 0.13 mmol) and cyclohexylzinc bromide/THF solution (0.5 M, 40 mL, 19.5 mmol) are mixed in 1-methyl-2-pyrrolidinone (NMP) (40 mL). The mixture is purged with N2 (g) and then heated at 105° C. for 16 hours. The reaction mixture is poured into saturated aqueous NH4Cl (250 mL) and extracted with EtOAc. The combined extracts are washed with brine and dried over Na2SO4. After concentration, the re... Starting materials: N(=NC(=O)OC(C)(C)C)C(=O)OC(C)(C)C (di-tert-butyl azodicarboxylate), OC1=C2C(N(C=NC2=CC=C1OC)COC(C(C)(C)C)=O)=O (5-hydroxy-6-methoxy-3-pivaloyloxymethyl-3,4-dihydroquinazolin-4-one), C1(=CC=CC=C1)P(C1=CC=CC=C1)C1=CC=CC=C1 (triphenylphosphine), OC1CCN(CC1)C (4-hydroxy-1-methylpiperidine), N (ammonia). Solvent: C(Cl)Cl (methylene chloride), C(Cl)Cl (methylene chloride). Reaction conditions: temperature 5 celsius, time 1 hour. The product is COC=1C(=C2C(NC=NC2=CC1)=O)OC1CCN(CC1)C (6-methoxy-5-(N-methylpiperidin-4-yloxy)-3,4-dihydroquinazolin-4-one). The yield is 62.8%. As a reaction SMILES: N(C(OC(C)(C)C)=O)=NC(OC(C)(C)C)=O.[OH:17][C:18]1[C:27]([O:28][CH3:29])=[CH:26][CH:25]=[C:24]2[C:19]=1[C:20](=[O:38])[N:21](COC(=O)C(C)(C)C)[CH:22]=[N:23]2.C1(P(C2C=CC=CC=2)C2C=CC=CC=2)C=CC=CC=1.O[CH:59]1[CH2:64][CH2:63][N:62]([CH3:65])[CH2:61][CH2:60]1.N>C(Cl)Cl>[CH3:29][O:28][C:27]1[C:18]([O:17][CH:59]2[CH2:64][CH2:63][N:62]([CH3:65])[CH2:61][CH2:60]2)=[C:19]2[C:24](=[CH:25][CH:26]=1)[N:23]=[CH:22][NH:21][C:20]2=[O:38]. Procedure: A solution of di-tert-butyl azodicarboxylate (1.75 g) in methylene chloride (3 ml) was added to a stirred mixture of 5-hydroxy-6-methoxy-3-pivaloyloxymethyl-3,4-dihydroquinazolin-4-one (1.55 g), triphenylphosphine (1.99 g), 4-hydroxy-1-methylpiperidine (0.75 g) and methylene chloride (12 ml) which had been cooled to 5° C. The mixture was stirred at ambient temperature for 1 hour. The mixture was evaporated and the residue was purified by column chromatography on silica using a 9:10:1 mixture of ... The reactants are ClC1=CC=C(CC(C(=O)OCC2=CC=CC=C2)C(C)=O)C=C1 (Benzyl 2-(4-chlorobenzyl)-3-ketobutyrate), N (ammonia), C(Cl)Cl (CH2Cl2), C(#N)[BH3-].[Na+] (sodium cyanoborohydride). The solvent is CO (MeOH), C(C)(=O)O (acetic acid), CO (MeOH). Run at time 40 hour. The product is NC(C(C(=O)OCC1=CC=CC=C1)CC1=CC=C(C=C1)Cl)C (Benzyl 3-amino-2-(4-chlorobenzyl)butyrate). RXN SMILES: [Cl:1][C:2]1[CH:22]=[CH:21][C:5]([CH2:6][CH:7]([C:18](=O)[CH3:19])[C:8]([O:10][CH2:11][C:12]2[CH:17]=[CH:16][CH:15]=[CH:14][CH:13]=2)=[O:9])=[CH:4][CH:3]=1.N.C([BH3-])#[N:25].[Na+].C(Cl)Cl>CO.C(O)(=O)C>[NH2:25][CH:18]([CH3:19])[CH:7]([CH2:6][C:5]1[CH:21]=[CH:22][C:2]([Cl:1])=[CH:3][CH:4]=1)[C:8]([O:10][CH2:11][C:12]1[CH:17]=[CH:16][CH:15]=[CH:14][CH:13]=1)=[O:9] |f:2.3|. Procedure: Benzyl 2-(4-chlorobenzyl)-3-ketobutyrate (317 mg, 1 mmole, obtained from Step A) was added to a cooled mixture of 7M ammonia in MeOH (2.42 mL) and glacial acetic acid (1.6 mL). To this solution, at ˜10° C., was added sodium cyanoborohydride (101 mg, 1.75 mmol) in small portions. This mixture was stirred at room temperature for 40 h. The excess sodium cyanoborohydride was destroyed by the addition of 6M HCl (to pH 1). The residue obtained after removal of volatiles was taken up in a minimal amoun... The reactants are CO, COc1ccc([N+](=O)[O-])c(Cl)n1, Nc1cccc(O)c1, O. Product: COc1ccc([N+](=O)[O-])c(Nc2cccc(O)c2)n1. Reaction SMILES: [CH3:22][OH:23].[Cl:1][c:2]1[n:3][c:4]([O:11][CH3:12])[cH:5][cH:6][c:7]1[N+:8](=[O:9])[O-:10].[NH2:13][c:14]1[cH:15][c:16]([OH:20])[cH:17][cH:18][cH:19]1.[OH2:21]>>[c:2]1([NH:13][c:14]2[cH:15][c:16]([OH:20])[cH:17][cH:18][cH:19]2)[n:3][c:4]([O:11][CH3:12])[cH:5][cH:6][c:7]1[N+:8](=[O:9])[O-:10]. The reactants are CS(=O)(=O)c1ccc(C(CC2CCCC2)C(=O)Nc2cnc(Br)cn2)cc1Cl, Cc1ccccc1, CCN(C(C)C)C(C)C, [Cu]I, C#CC(C)(C)O, Cl[Pd]Cl, c1ccc(P(c2ccccc2)c2ccccc2)cc1, c1ccc(P(c2ccccc2)c2ccccc2)cc1. The product is CC(C)(O)C#Cc1cnc(NC(=O)C(CC2CCCC2)c2ccc(S(C)(=O)=O)c(Cl)c2)cn1. As a reaction SMILES: [Br:1][c:2]1[n:3][cH:4][c:5]([NH:8][C:9]([CH:10]([CH2:11][CH:12]2[CH2:13][CH2:14][CH2:15][CH2:16]2)[c:17]2[cH:18][c:19]([Cl:27])[c:20]([S:23](=[O:24])(=[O:25])[CH3:26])[cH:21][cH:22]2)=[O:28])[n:6][cH:7]1.[CH3:44][c:45]1[cH:46][cH:47][cH:48][cH:49][cH:50]1.[CH:29]([N:30]([CH2:31][CH3:32])[CH:33]([CH3:34])[CH3:35])([CH3:36])[CH3:37].[Cu:92][I:93].[OH:38][C:39]([C:40]#[CH:41])([CH3:42])[CH3:43].[Pd:51]([Cl:52])[Cl:53].[c:54]1([P:55]([c:56]2[cH:57][cH:58][cH:59][cH:60][cH:61]2)[c:62]2[cH:63][cH:64][cH:65][cH:66][cH:67]2)[cH:68][cH:69][cH:70][cH:71][cH:72]1.[c:73]1([P:74]([c:75]2[cH:76][cH:77][cH:78][cH:79][cH:80]2)[c:81]2[cH:82][cH:83][cH:84][cH:85][cH:86]2)[cH:87][cH:88][cH:89][cH:90][cH:91]1>>[c:2]1([C:41]#[C:40][C:39]([OH:38])([CH3:42])[CH3:43])[n:3][cH:4][c:5]([NH:8][C:9]([CH:10]([CH2:11][CH:12]2[CH2:13][CH2:14][CH2:15][CH2:16]2)[c:17]2[cH:18][c:19]([Cl:27])[c:20]([S:23](=[O:24])(=[O:25])[CH3:26])[cH:21][cH:22]2)=[O:28])[n:6][cH:7]1.